Dataset: the Open Reaction Database (ORD), a public repository of structured organic reaction records. Task: describe an organic reaction: reactants, conditions, products, and yield Reactants: [H-].[Na+] (Sodium hydride), OC1(CCN(CC1)C(=O)OC(C)(C)C)CC=C (1,1-dimethylethyl 4-hydroxy-4-(2-propenyl)-1-piperidinecarboxylate), O (water), C(C=C)Br (Allyl bromide). Solvent: CN(C=O)C (dimethylformamide). Reaction conditions: temperature 0 celsius, time 10 minute. The product is C(C=C)C1(CCN(CC1)C(=O)OC(C)(C)C)OCC=C (1,1-Dimethylethyl 4-(2-Propenyl)-4-(2-propenyloxy)-1-piperidinecarboxylate). The yield is 20.4%. RXN SMILES: [H-].[Na+].[OH:3][C:4]1([CH2:17][CH:18]=[CH2:19])[CH2:9][CH2:8][N:7]([C:10]([O:12][C:13]([CH3:16])([CH3:15])[CH3:14])=[O:11])[CH2:6][CH2:5]1.[CH2:20](Br)[CH:21]=[CH2:22].O>CN(C)C=O>[CH2:17]([C:4]1([O:3][CH2:22][CH:21]=[CH2:20])[CH2:5][CH2:6][N:7]([C:10]([O:12][C:13]([CH3:14])([CH3:15])[CH3:16])=[O:11])[CH2:8][CH2:9]1)[CH:18]=[CH2:19] |f:0.1|. Reported procedure: Sodium hydride (60% dispersion in mineral oil, 12 g, 0.3 mol) was added slowly to a stirred, cooled (0° C.) solution of 1,1-dimethylethyl 4-hydroxy-4-(2-propenyl)-1-piperidinecarboxylate (Description 129, 23.1 g, 0.096 mol) in dimethylformamide (200 mL) and the mixture was stirred at 0° C. for 10 minutes. Allyl bromide (25.4 ml, 0.3 mol) was added and the mixture was stirred at 0° C. for 5 minutes, then at room temperature for 45 minutes. The mixture was cooled to 0° C. and water (200 mL) was ad... Starting materials: [Si](C1=CC=CC=C1)(C1=CC=CC=C1)(C(C)(C)C)OCCC1(SC(=NN1C=1SC=2CNCCC2N1)C1=C(C=CC(=C1)F)F)C1=CC=CC=C1 (2-(2-(2-(tert-butyldiphenylsilyloxy)ethyl)-5-(2,5-difluorophenyl)-2-phenyl-1,3,4-thiadiazol-3(2H)-yl)-4,5,6,7-tetrahydrothiazolo[5,4-c]pyridine), C=O (formaldehyde), 2-(2-(tert-butyldiphenylsilyloxy)ethyl)-5-[2,5-c]pyridine, C(C)(=O)O[BH-](OC(C)=O)OC(C)=O.[Na+] (sodium triacetoxyborohydride), C(=O)([O-])[O-].[Na+].[Na+] (Na2CO3). Run in ClCCCl (DCE). Run at time 8 hour. Yields the product FC1=C(C=C(C=C1)F)C1=NN(C(S1)(C1=CC=CC=C1)CCO)C=1SC=2CN(CCC2N1)C (2-(5-(2,5-difluorophenyl)-3-(5-methyl-4,5,6,7-tetrahydrothiazolo[5,4-c]pyridin-2-yl)-2-phenyl-2,3-dihydro-1,3,4-thiadiazol-2-yl)ethanol). RXN SMILES: [Si]([O:18][CH2:19][CH2:20][C:21]1([C:43]2[CH:48]=[CH:47][CH:46]=[CH:45][CH:44]=2)[N:25]([C:26]2[S:27][C:28]3[CH2:29][NH:30][CH2:31][CH2:32][C:33]=3[N:34]=2)[N:24]=[C:23]([C:35]2[CH:40]=[C:39]([F:41])[CH:38]=[CH:37][C:36]=2[F:42])[S:22]1)(C(C)(C)C)(C1C=CC=CC=1)C1C=CC=CC=1.C=O.[C:51](O[BH-](OC(=O)C)OC(=O)C)(=O)C.[Na+].C([O-])([O-])=O.[Na+].[Na+]>ClCCCl>[F:42][C:36]1[CH:37]=[CH:38][C:39]([F:41])=[CH:40][C:35]=1[C:23]1[S:22][C:21]([CH2:20][CH2:19][OH:18])([C:43]2[CH:44]=[CH:45][CH:46]=[CH:47][CH:48]=2)[N:25]([C:26]2[S:27][C:28]3[CH2:29][N:30]([CH3:51])[CH2:31][CH2:32][C:33]=3[N:34]=2)[N:24]=1 |f:2.3,4.5.6|. Reported procedure: Preparation of 2-(2-(2-(tert-butyldiphenylsilyloxy)ethyl)-5-[2,5-c]pyridine: To a solution of 2-(2-(2-(tert-butyldiphenylsilyloxy)ethyl)-5-(2,5-difluorophenyl)-2-phenyl-1,3,4-thiadiazol-3(2H)-yl)-4,5,6,7-tetrahydrothiazolo[5,4-c]pyridine (0.157 g, 0.225 mmol) in 5 mL DCE was added formaldehyde (0.067 mL, 37 wt % in water, 0.901 mmol) followed by sodium triacetoxyborohydride (0.052 g, 0.248 mmol). The resulting suspension was stirred vigorously at room temperature overnight, then treated with sat... Starting materials: BrCCCCCCBr, CCCC[N+](CCCC)(CCCC)CCCC, [Na+], [OH-], O, O=S(=O)([O-])O, OCCc1ccccn1. The product is BrCCCCCCOCCc1ccccn1. As a reaction SMILES: [Br:10][CH2:11][CH2:12][CH2:13][CH2:14][CH2:15][CH2:16][Br:17].[CH2:25]([N+:26]([CH2:27][CH2:28][CH2:29][CH3:30])([CH2:31][CH2:32][CH2:33][CH3:34])[CH2:35][CH2:36][CH2:37][CH3:38])[CH2:39][CH2:40][CH3:41].[Na+:19].[OH-:18].[OH2:42].[S:20]([O-:21])([OH:22])(=[O:23])=[O:24].[n:1]1[c:2]([CH2:7][CH2:8][OH:9])[cH:3][cH:4][cH:5][cH:6]1>>[n:1]1[c:2]([CH2:7][CH2:8][O:9][CH2:16][CH2:15][CH2:14][CH2:13][CH2:12][CH2:11][Br:10])[cH:3][cH:4][cH:5][cH:6]1. Reactants: CCO, FC(F)(F)c1cccnc1Cl, NN, O. Product: NNc1ncccc1C(F)(F)F. As a reaction SMILES: [CH3:15][CH2:16][OH:17].[Cl:1][c:2]1[n:3][cH:4][cH:5][cH:6][c:7]1[C:8]([F:9])([F:10])[F:11].[NH2:13][NH2:14].[OH2:12]>>[c:2]1([NH:13][NH2:14])[n:3][cH:4][cH:5][cH:6][c:7]1[C:8]([F:9])([F:10])[F:11].